From a dataset of the Open Reaction Database (ORD), a public repository of structured organic reaction records. describe an organic reaction: reactants, conditions, products, and yield The reactants are COC=1N=CN(C1)C1=C(C=C(C=C1)[N+](=O)[O-])OC (4-Methoxy-1-(2-methoxy-4-nitrophenyl)-1H-imidazole). Reagents/catalysts: [Pd] (Palladium on carbon). Solvent: CCO (EtOH). Run at time 2 hour. Product: COC=1C=C(N)C=CC1N1C=NC(=C1)OC (3-Methoxy-4-(4-methoxy-1H-imidazol-1-yl)aniline). Reaction SMILES: [CH3:1][O:2][C:3]1[N:4]=[CH:5][N:6]([C:8]2[CH:13]=[CH:12][C:11]([N+:14]([O-])=O)=[CH:10][C:9]=2[O:17][CH3:18])[CH:7]=1>CCO.[Pd]>[CH3:18][O:17][C:9]1[CH:10]=[C:11]([CH:12]=[CH:13][C:8]=1[N:6]1[CH:7]=[C:3]([O:2][CH3:1])[N:4]=[CH:5]1)[NH2:14]. Reported procedure: 4-Methoxy-1-(2-methoxy-4-nitrophenyl)-1H-imidazole (0.62 g, 2.49 mmol) was dissolved in EtOH (20 mL). Palladium on carbon (10%, 0.106 g, 0.10 mmol) was added. The mixture was shaken for 2 hours under an atmosphere of hydrogen (g). The mixture was filtered, the filter was washed with warm EtOH. The filtrate was concentrated to give the title compound as an oil, 0.52 g (95%). Starting materials: CCCCCC=CCC=CCC=CCCCCC(=O)Cl, O=C(OCC(Cl)(Cl)Cl)c1ccccc1O, c1ccncc1. Yields the product CCCCCC=CCC=CCC=CCCCCC(=O)c1ccccc1C(=O)OCC(Cl)(Cl)Cl. RXN SMILES: [C:16]([CH2:17][CH2:18][CH2:19][CH2:20][CH:21]=[CH:22][CH2:23][CH:24]=[CH:25][CH2:26][CH:27]=[CH:28][CH2:29][CH2:30][CH2:31][CH2:32][CH3:33])(=[O:34])[Cl:35].[C:1]([c:2]1[c:3]([OH:4])[cH:5][cH:6][cH:7][cH:8]1)(=[O:9])[O:10][CH2:11][C:12]([Cl:13])([Cl:14])[Cl:15].[cH:36]1[cH:37][cH:38][n:39][cH:40][cH:41]1>>[C:1]([c:2]1[c:3]([C:16]([CH2:17][CH2:18][CH2:19][CH2:20][CH:21]=[CH:22][CH2:23][CH:24]=[CH:25][CH2:26][CH:27]=[CH:28][CH2:29][CH2:30][CH2:31][CH2:32][CH3:33])=[O:34])[cH:5][cH:6][cH:7][cH:8]1)(=[O:9])[O:10][CH2:11][C:12]([Cl:13])([Cl:14])[Cl:15].